This data is from the Open Reaction Database (ORD), a public repository of structured organic reaction records. The task is: describe an organic reaction: reactants, conditions, products, and yield Starting materials: BrCN(CC(=O)OC(C)(C)C)C(C1=CC=CC=C1)=O (Bromomethylbenzoyl-glycine. t-butyl ester), FC(C(=O)O)(F)F (trifluoroacetic acid). Yields the product BrCN(CC(=O)O)C(C1=CC=CC=C1)=O (Bromomethylbenzoyl-glycine). Yield: 70.0%. Reaction SMILES: [Br:1][CH2:2][N:3]([C:12](=[O:19])[C:13]1[CH:18]=[CH:17][CH:16]=[CH:15][CH:14]=1)[CH2:4][C:5]([O:7]C(C)(C)C)=[O:6].FC(F)(F)C(O)=O>>[Br:1][CH2:2][N:3]([C:12](=[O:19])[C:13]1[CH:18]=[CH:17][CH:16]=[CH:15][CH:14]=1)[CH2:4][C:5]([OH:7])=[O:6]. Reported procedure: Bromomethylbenzoyl-glycine. t-butyl ester was treated with trifluoroacetic acid and the product, a solid melting at 162°-164°, was purified in 70% yield by preparative thin layer chromatography. NMR (CHCl3) δ 8.86 (t, 1H, NH, J=5.8 Hz), 7.86 (d, 2H, Ar-2,6), 7.53 (d, 2H, Ar-3,5), 4.81 (s, 2H, CH2Br), 3.91 (d, 2 H, J=5.9 Hz), 3.6 (br, 1H, COOH). The reactants are CO, COC(=O)C=Cc1ccc(C=C(C(=O)NC2CC2)c2ccc(F)cc2)cc1, ClCCl, Cl, [K+], NO, [OH-], O. Product: O=C(C=Cc1ccc(C=C(C(=O)NC2CC2)c2ccc(F)cc2)cc1)NO. RXN SMILES: [CH3:33][OH:34].[CH:6]1([NH:9][C:10]([C:11](=[CH:12][c:13]2[cH:14][cH:15][c:16]([CH:19]=[CH:20][C:21](=[O:22])[O:23][CH3:24])[cH:17][cH:18]2)[c:25]2[cH:26][cH:27][c:28]([F:31])[cH:29][cH:30]2)=[O:32])[CH2:7][CH2:8]1.[Cl:35][CH2:36][Cl:37].[ClH:1].[K+:5].[NH2:2][OH:3].[OH-:4].[OH2:38]>>[NH:2]([OH:3])[C:21]([CH:20]=[CH:19][c:16]1[cH:15][cH:14][c:13]([CH:12]=[C:11]([C:10]([NH:9][CH:6]2[CH2:7][CH2:8]2)=[O:32])[c:25]2[cH:26][cH:27][c:28]([F:31])[cH:29][cH:30]2)[cH:18][cH:17]1)=[O:22]. The reactants are CSCCOc1ccccc1[N+](=O)[O-], [H][H], C1CCOC1. Product: CSCCOc1ccccc1N. RXN SMILES: [CH3:1][S:2][CH2:3][CH2:4][O:5][c:6]1[c:7]([N+:12]([O-:13])=[O:14])[cH:8][cH:9][cH:10][cH:11]1.[H:15][H:16].[O:17]1[CH2:18][CH2:19][CH2:20][CH2:21]1>>[CH3:1][S:2][CH2:3][CH2:4][O:5][c:6]1[c:7]([NH2:12])[cH:8][cH:9][cH:10][cH:11]1.